This data is from the Open Reaction Database (ORD), a public repository of structured organic reaction records. The task is: describe an organic reaction: reactants, conditions, products, and yield The reactants are COC(=O)NN, CCO, O=C1CCCCCC1=Cc1ccccc1. The product is COC(=O)NN=C1CCCCCC1=Cc1ccccc1. Reaction SMILES: [CH3:1][O:2][C:3](=[O:4])[NH:5][NH2:6].[CH3:22][CH2:23][OH:24].[c:7]1([CH:13]=[C:14]2[C:15](=[O:21])[CH2:16][CH2:17][CH2:18][CH2:19][CH2:20]2)[cH:8][cH:9][cH:10][cH:11][cH:12]1>>[CH3:1][O:2][C:3](=[O:4])[NH:5][N:6]=[C:15]1[C:14](=[CH:13][c:7]2[cH:8][cH:9][cH:10][cH:11][cH:12]2)[CH2:20][CH2:19][CH2:18][CH2:17][CH2:16]1. Reactants: CN1CCCC1=O, CC(C)(C)n1ncc(C(=O)NC2C3CC4CC(C3)CC2C4)c1Cl, OC1CCNC1. Yields the product CC(C)(C)n1ncc(C(=O)NC2C3CC4CC(C3)CC2C4)c1N1CCC(O)C1. RXN SMILES: [CH3:30][N:31]1[CH2:32][CH2:33][CH2:34][C:35]1=[O:36].[CH:1]12[CH:2]([NH:11][C:12](=[O:13])[c:14]3[cH:15][n:16][n:17]([C:20]([CH3:21])([CH3:22])[CH3:23])[c:18]3[Cl:19])[CH:3]3[CH2:4][CH:5]([CH2:6][CH:7]([CH2:8]1)[CH2:9]3)[CH2:10]2.[NH:24]1[CH2:25][CH:26]([OH:29])[CH2:27][CH2:28]1>>[CH:1]12[CH:2]([NH:11][C:12](=[O:13])[c:14]3[cH:15][n:16][n:17]([C:20]([CH3:21])([CH3:22])[CH3:23])[c:18]3[N:24]3[CH2:25][CH:26]([OH:29])[CH2:27][CH2:28]3)[CH:3]3[CH2:4][CH:5]([CH2:6][CH:7]([CH2:8]1)[CH2:9]3)[CH2:10]2. The reactants are COC(=O)C1=NC(=C(C=C1)Br)OCC1CC1 (5-bromo-6-(cyclopropylmethoxy)-pyridine-2-carboxylic acid methyl ester), C(C(=O)O)(=O)O.N1CCC12COC2 (6-oxa-1-azaspiro[3.3]heptane, oxalate salt). Product: COC(=O)C1=NC(=C(C=C1)N1CCC12COC2)OCC2CC2 (6-Cyclopropylmethoxy-5-(6-oxa-1-aza-spiro[3.3]hept-1-yl)-pyridine-2-carboxylic acid methyl ester). Reaction SMILES: [CH3:1][O:2][C:3]([C:5]1[CH:10]=[CH:9][C:8](Br)=[C:7]([O:12][CH2:13][CH:14]2[CH2:16][CH2:15]2)[N:6]=1)=[O:4].C(O)(=O)C(O)=O.[NH:23]1[C:26]2([CH2:29][O:28][CH2:27]2)[CH2:25][CH2:24]1>>[CH3:1][O:2][C:3]([C:5]1[CH:10]=[CH:9][C:8]([N:23]2[C:26]3([CH2:29][O:28][CH2:27]3)[CH2:25][CH2:24]2)=[C:7]([O:12][CH2:13][CH:14]2[CH2:16][CH2:15]2)[N:6]=1)=[O:4] |f:1.2|. Procedure: The title compound was synthesized in analogy to the procedure described in Example 32 a), using 5-bromo-6-(cyclopropylmethoxy)-pyridine-2-carboxylic acid methyl ester (Example 9 d) and 6-oxa-1-azaspiro[3.3]heptane, oxalate salt (CAN 1359655-43-8) as starting materials. MS (EI): m/e=305.0 [M+H]+. Starting materials: C1(CCCCCO1)=O (ε-caprolactone), C(C1=CC=CC=C1)O (benzyl alcohol), O.C1(=CC=C(C=C1)S(=O)(=O)O)C (p-toluenesulfonic acid monohydrate). Conditions: temperature 100 celsius, time 16 hour. Yields the product OCCCCCC(=O)OCC1=CC=CC=C1 (benzyl 6-hydroxyhexanoate). As a reaction SMILES: [C:1]1(=[O:8])[O:7][CH2:6][CH2:5][CH2:4][CH2:3][CH2:2]1.[CH2:9]([OH:16])[C:10]1[CH:15]=[CH:14][CH:13]=[CH:12][CH:11]=1.O.C1(C)C=CC(S(O)(=O)=O)=CC=1>>[OH:8][CH2:1][CH2:2][CH2:3][CH2:4][CH2:5][C:6]([O:16][CH2:9][C:10]1[CH:15]=[CH:14][CH:13]=[CH:12][CH:11]=1)=[O:7] |f:2.3|. Reported procedure: A mixture of ε-caprolactone (a) (40 g), benzyl alcohol and p-toluenesulfonic acid monohydrate (0.7 g) was stirred at 100° C. for 16 hours. The reaction mixture was treated in the conventional manner and was distilled under reduced pressure (1 mmHg, 140°-154° C.) to give the title compound (b). Reactants: S(O)(O)(=O)=O (sulfuric acid), NC(CCC(=O)O)C(=O)O (d,l-glutamic acid), CC(C)O.C1(=CC=CC=C1)C (2-propanol toluene). The product is N[C@@H](CCC(=O)OC(C)C)C(=O)OC(C)C (diisopropyl glutamate). As a reaction SMILES: S(=O)(=O)(O)O.[NH2:6][CH:7]([C:13]([OH:15])=[O:14])[CH2:8][CH2:9][C:10]([OH:12])=[O:11].[CH3:16][CH:17](O)[CH3:18].[C:20]1(C)[CH:25]=CC=C[CH:21]=1>>[NH2:6][C@H:7]([C:13]([O:15][CH:20]([CH3:25])[CH3:21])=[O:14])[CH2:8][CH2:9][C:10]([O:12][CH:17]([CH3:18])[CH3:16])=[O:11] |f:2.3|. Procedure: (Buckley III, T. F.; Rapoport, H. J. Org. Chem. 1984, 48, 4222) Concentrated sulfuric acid (11 mL) was added to a suspension of d,l-glutamic acid (0.17 mol, 25 g) in 2-propanol/toluene (675 mL, 1/1). The solution was refluxed for 24 hours using a Soxhlet apparatus containing 3 Å molecular sieves, and then evaporated to approximately 100 mL. The residue was diluted with cold saturated NaHCO3 (300 mL), adjusted to pH 9.5 and extracted with CH2Cl2 (4×150 mL). The combined extracts were dried over N... Reactants: ClC=1C=NC2=C(CCN(CC2)CC)N1 (2-chloro-7-ethyl-6,7,8,9-tetrahydro-5H-pyrazino[2,3-d]azepine), N1CCNCC1 (piperazine). Conditions: temperature 145 celsius. Product: C(C)N1CCC2=C(CC1)N=CC(=N2)N2CCNCC2 (7-ethyl-2-piperazin-1-yl-6,7,8,9-tetrahydro-5H-pyrazino[2,3-d]azepine). The yield is 52.6%. RXN SMILES: Cl[C:2]1[CH:3]=[N:4][C:5]2[CH2:11][CH2:10][N:9]([CH2:12][CH3:13])[CH2:8][CH2:7][C:6]=2[N:14]=1.[NH:15]1[CH2:20][CH2:19][NH:18][CH2:17][CH2:16]1>>[CH2:12]([N:9]1[CH2:10][CH2:11][C:5]2[N:4]=[CH:3][C:2]([N:15]3[CH2:20][CH2:19][NH:18][CH2:17][CH2:16]3)=[N:14][C:6]=2[CH2:7][CH2:8]1)[CH3:13]. Procedure details: 3 g 2-chloro-7-ethyl-6,7,8,9-tetrahydro-5H-pyrazino[2,3-d]azepine are combined with 23.3 g piperazine and heated to 145° C. for 5 hours. Excess piperazine is distilled off and the residue is treated with dichloromethane and methanol. Precipitated product is suction filtered and purified by chromatography (Alox, dioxane/toluene/methanol/NH4OH 50/20/20/2). 1.95 g product are obtained. Run in C(Cl)Cl (methylene chloride). Starting materials: P(Cl)(Cl)(Cl)(Cl)Cl (Phosphorus pentachloride), ClC(C(=O)ON=C(C(=O)O)C=1SC=CC1)Cl (2-dichloroacetoxyimino-2-(thien-2-yl)acetic acid). Product: ClC(C(=O)ON=C(C(=O)Cl)C=1SC=CC1)Cl (2-dichloroacetoxyimino-2-(thien-2-yl)acetyl chloride). Reported procedure: Phosphorus pentachloride (27.2 g.) was added portionwise during ca. 20 minutes to a stirred and cooled (ice-bath) suspension of 2-dichloroacetoxyimino-2-(thien-2-yl)acetic acid (syn-isomer) (37.0 g.) in methylene chloride (370 ml.). The mixture was stirred at 0° for a further 30 minutes during which time all the solid dissolved. After removal of the solvent under reduced pressure, benzene was evaporated from the residue at 20°, and the process repeated to give 2-dichloroacetoxyimino-2-(thien-2-y... Reaction SMILES: P(Cl)(Cl)(Cl)(Cl)[Cl:2].[Cl:7][CH:8]([Cl:22])[C:9]([O:11][N:12]=[C:13]([C:17]1[S:18][CH:19]=[CH:20][CH:21]=1)[C:14](O)=[O:15])=[O:10]>C(Cl)Cl>[Cl:7][CH:8]([Cl:22])[C:9]([O:11][N:12]=[C:13]([C:17]1[S:18][CH:19]=[CH:20][CH:21]=1)[C:14]([Cl:2])=[O:15])=[O:10]. Reactants: C1CCOC1, [Li]C, O=C(O)C1CCC(O)CC1. The product is CC(=O)C1CCC(O)CC1. As a reaction SMILES: [CH2:13]1[O:14][CH2:15][CH2:16][CH2:17]1.[Li:1][CH3:2].[OH:3][CH:4]1[CH2:5][CH2:6][CH:7]([C:10](=[O:11])[OH:12])[CH2:8][CH2:9]1>>[CH3:2][C:10]([CH:7]1[CH2:6][CH2:5][CH:4]([OH:3])[CH2:9][CH2:8]1)=[O:12]. Reactants: O=C1CCC(=O)N1Br, O=C(OOC(=O)c1ccccc1)c1ccccc1, ClC(Cl)(Cl)Cl, COc1cc(Cl)ccc1C. Product: COc1cc(Cl)ccc1CBr. Reaction SMILES: [Br:11][N:12]1[C:13](=[O:14])[CH2:15][CH2:16][C:17]1=[O:18].[C:19]([O:20][O:21][C:22](=[O:23])[c:24]1[cH:25][cH:26][cH:27][cH:28][cH:29]1)(=[O:30])[c:31]1[cH:32][cH:33][cH:34][cH:35][cH:36]1.[C:37]([Cl:38])([Cl:39])([Cl:40])[Cl:41].[Cl:1][c:2]1[cH:3][c:4]([O:9][CH3:10])[c:5]([CH3:8])[cH:6][cH:7]1>>[Cl:1][c:2]1[cH:3][c:4]([O:9][CH3:10])[c:5]([CH2:8][Br:11])[cH:6][cH:7]1. Reactants: BrN1C(CCC1=O)=O (N-bromosuccinimide), N(=NC(C#N)(C)C)C(C#N)(C)C (2,2′-azobis(2′-methylpropionitrile)), C(C1=CC=CC=C1)(=O)OOC(C1=CC=CC=C1)=O (benzoylperoxide), CC=1C=C(C(=O)OC)C=C(C1)C1=CC=CC=C1 (methyl 3-methyl-5-phenylbenzoate). Yields the product BrCC=1C=C(C(=O)OC)C=C(C1)C1=CC=CC=C1 (methyl 3-bromomethyl-5-phenylbenzoate). The yield is 80.0%. RXN SMILES: [CH3:1][C:2]1[CH:3]=[C:4]([CH:9]=[C:10]([C:12]2[CH:17]=[CH:16][CH:15]=[CH:14][CH:13]=2)[CH:11]=1)[C:5]([O:7][CH3:8])=[O:6].[Br:18]N1C(=O)CCC1=O.N(C(C)(C)C#N)=NC(C)(C)C#N.C(OOC(=O)C1C=CC=CC=1)(=O)C1C=CC=CC=1>>[Br:18][CH2:1][C:2]1[CH:3]=[C:4]([CH:9]=[C:10]([C:12]2[CH:17]=[CH:16][CH:15]=[CH:14][CH:13]=2)[CH:11]=1)[C:5]([O:7][CH3:8])=[O:6]. Procedure: A solution of methyl 3-methyl-5-phenylbenzoate (3.5 g; 15.6 mmol); N-bromosuccinimide (2.78 g; 15.6 mmol), 2,2′-azobis(2′-methylpropionitrile) (0.12 g; 0.72 mmol) and benzoylperoxide (0.12 g; 0.48 mmol) in tetrachloroamethane (120 ml) was heated at reflux for 5 hours. After evaporation to dryness, the residue was purified by flash chromatography eluting with petroleum ether/ethyl acetate (97/3) to give methyl 3-bromomethyl-5-phenylbenzoate as a solid. Yield=80%.